This data is from the Open Reaction Database (ORD), a public repository of structured organic reaction records. The task is: describe an organic reaction: reactants, conditions, products, and yield The reactants are CC(C)O, O=C(NC(=O)c1ccc(F)cc1)NC1CCNCC1, COc1ccccc1OCC1CO1. Product: COc1ccccc1OCC(O)CN1CCC(NC(=O)NC(=O)c2ccc(F)cc2)CC1. RXN SMILES: [CH:33]([OH:34])([CH3:35])[CH3:36].[F:14][c:15]1[cH:16][cH:17][c:18]([C:19](=[O:20])[NH:21][C:22](=[O:23])[NH:24][CH:25]2[CH2:26][CH2:27][NH:28][CH2:29][CH2:30]2)[cH:31][cH:32]1.[O:1]1[CH:2]([CH2:3][O:4][c:5]2[c:6]([O:11][CH3:12])[cH:7][cH:8][cH:9][cH:10]2)[CH2:13]1>>[OH:1][CH:2]([CH2:3][O:4][c:5]1[c:6]([O:11][CH3:12])[cH:7][cH:8][cH:9][cH:10]1)[CH2:13][N:28]1[CH2:27][CH2:26][CH:25]([NH:24][C:22]([NH:21][C:19]([c:18]2[cH:17][cH:16][c:15]([F:14])[cH:32][cH:31]2)=[O:20])=[O:23])[CH2:30][CH2:29]1.